This data is from the Open Reaction Database (ORD), a public repository of structured organic reaction records. The task is: describe an organic reaction: reactants, conditions, products, and yield Reaction SMILES: [CH3:14][CH2:15][OH:16].[CH3:1][O:2][N:3]=[CH:4][c:5]1[c:6]([N+:11]([O-:12])=[O:13])[cH:7][cH:8][cH:9][cH:10]1>>[CH3:1][O:2][N:3]=[CH:4][c:5]1[c:6]([NH2:11])[cH:7][cH:8][cH:9][cH:10]1. The reactants are CCO, CON=Cc1ccccc1[N+](=O)[O-]. Yields the product CON=Cc1ccccc1N. The reactants are COC(\C=C\C=1N(C2=CC(=CC=C2C1CCCCC)OC)C)=O ((E)-3-(6-methoxy-1-methyl-3-pentylindol-2-yl)-2-propenoic acid methyl ester), [OH-].[Na+] (sodium hydroxide). The solvent is CO (methanol). Yields the product COC1=CC=C2C(=C(N(C2=C1)C)/C=C/C(=O)O)CCCCC ((E)-3-(6-methoxy-1-methyl-3-pentylindol-2-yl)-2-propenoic acid). The yield is 47.6%. Reaction SMILES: C[O:2][C:3](=[O:23])/[CH:4]=[CH:5]/[C:6]1[N:7]([CH3:22])[C:8]2[C:13]([C:14]=1[CH2:15][CH2:16][CH2:17][CH2:18][CH3:19])=[CH:12][CH:11]=[C:10]([O:20][CH3:21])[CH:9]=2.[OH-].[Na+]>CO>[CH3:21][O:20][C:10]1[CH:9]=[C:8]2[C:13]([C:14]([CH2:15][CH2:16][CH2:17][CH2:18][CH3:19])=[C:6](/[CH:5]=[CH:4]/[C:3]([OH:23])=[O:2])[N:7]2[CH3:22])=[CH:12][CH:11]=1 |f:1.2|. Reported procedure: As in Example 112, (E)-3-(6-methoxy-1-methyl-3-pentylindol-2-yl)-2-propenoic acid methyl ester (2 g) in methanol (25 mL) was treated with 4N sodium hydroxide solution (3 mL) at reflux for 2.5 hours. The crude reaction product was isolated in the usual manner giving 0.91 g of (E)-3-(6-methoxy-1-methyl-3-pentylindol-2-yl)-2-propenoic acid. A small sample was crystallized from diethyl ether to give the analytical specimen, mp 157°-158° C. Anal. Calcd for C18H23NO3 : C, 71.73; H, 7.69; N, 4.65 Found... Starting materials: C1CCOC1, CCCC(C)CC(=O)N1C(=O)OCC1c1ccccc1, CI. The product is CCCC(C)C(C)C(=O)N1C(=O)OCC1c1ccccc1. Reaction SMILES: [CH2:23]1[O:24][CH2:25][CH2:26][CH2:27]1.[CH3:1][CH:2]([CH2:3][C:4](=[O:5])[N:6]1[C:7](=[O:17])[O:8][CH2:9][CH:10]1[c:11]1[cH:12][cH:13][cH:14][cH:15][cH:16]1)[CH2:18][CH2:19][CH3:20].[CH3:21][I:22]>>[CH3:1][CH:2]([CH:3]([C:4](=[O:5])[N:6]1[C:7](=[O:17])[O:8][CH2:9][CH:10]1[c:11]1[cH:12][cH:13][cH:14][cH:15][cH:16]1)[CH3:21])[CH2:18][CH2:19][CH3:20]. Starting materials: CNC1CCCCC1 (N-methylcyclohexylamine), TEA, ClCCS(=O)(=O)Cl (2-chloro-ethanesulfonyl chloride). The solvent is C(Cl)Cl (DCM), C(Cl)Cl (DCM). Conditions: temperature 5 celsius, time 2 hour. Yields the product C1(CCCCC1)N(S(=O)(=O)C=C)C (Ethenesulfonic acid cyclohexyl-methyl-amide). Reaction SMILES: [CH3:1][NH:2][CH:3]1[CH2:8][CH2:7][CH2:6][CH2:5][CH2:4]1.Cl[CH2:10][CH2:11][S:12](Cl)(=[O:14])=[O:13]>C(Cl)Cl>[CH:3]1([N:2]([CH3:1])[S:12]([CH:11]=[CH2:10])(=[O:14])=[O:13])[CH2:8][CH2:7][CH2:6][CH2:5][CH2:4]1. Procedure details: A mixture of N-methylcyclohexylamine (0.048 mol) and TEA (0.053 mol) in DCM (200 mL) was cooled in an ice bath to 5° C., and then a solution of 2-chloro-ethanesulfonyl chloride (0.048 mol, 97%) in DCM (20 mL) was added dropwise. The reaction mixture was stirred for 2 hours at room temperature and then was washed with H2O. The organic layer was separated, dried (MgSO4), and filtered, and the solvent was evaporated to yield the title compound as a residue.